Dataset: the Open Reaction Database (ORD), a public repository of structured organic reaction records. Task: describe an organic reaction: reactants, conditions, products, and yield The reactants are IC1=CC=C(C=C1)S(=O)(=O)N (4-iodo-benzenesulfonamide), COC(C1=CC(=CC=C1)CN(C(C#CC1=CC=CC=C1)=O)C1=CC=CC=C1)=O (3-{[phenyl-(3-phenyl propynoyl)-amino]-methyl}-benzoic acid methyl ester). The product is COC(C1=CC(=CC=C1)CN1C(/C(/C2=CC=CC=C12)=C(/C1=CC=C(C=C1)S(N)(=O)=O)\C1=CC=CC=C1)=O)=O (3-{2-Oxo-3-[1-phenyl-1-(4-sulfamoyl-phenyl)-meth-(E)-ylidene]-2,3-dihydro-indol-1-ylmethyl}-benzoic acid methyl ester). Reaction SMILES: I[C:2]1[CH:7]=[CH:6][C:5]([S:8]([NH2:11])(=[O:10])=[O:9])=[CH:4][CH:3]=1.[CH3:12][O:13][C:14](=[O:39])[C:15]1[CH:20]=[CH:19][CH:18]=[C:17]([CH2:21][N:22]([C:33]2[CH:38]=[CH:37][CH:36]=[CH:35][CH:34]=2)[C:23](=[O:32])[C:24]#[C:25][C:26]2[CH:31]=[CH:30][CH:29]=[CH:28][CH:27]=2)[CH:16]=1>>[CH3:12][O:13][C:14](=[O:39])[C:15]1[CH:20]=[CH:19][CH:18]=[C:17]([CH2:21][N:22]2[C:33]3[C:38](=[CH:37][CH:36]=[CH:35][CH:34]=3)/[C:24](=[C:25](/[C:26]3[CH:27]=[CH:28][CH:29]=[CH:30][CH:31]=3)\[C:2]3[CH:7]=[CH:6][C:5]([S:8](=[O:10])(=[O:9])[NH2:11])=[CH:4][CH:3]=3)/[C:23]2=[O:32])[CH:16]=1. Procedure: The title compound was prepared in analogy to Example 5 starting from 4-iodo-benzenesulfonamide (commercially available) and 3-{[phenyl-(3-phenyl propynoyl)-amino]-methyl}-benzoic acid methyl ester. 1H NMR (300 Hz, CDCl3): δppm 3.90 (s, 3H), 4.95 (s, 2H), 5.02 (s, 2H), 6.41 (d, 1H), 6.65-6.71 (m, 2H), 7.09 (t, 1H), 7.26-7.33 (m, 2H), 7.35-7.42 (m, 6H), 7.58-7.60 (m, 3H), 7.99 (d, 1H), 8.07 (s, 1H). The reactants are CCO, NNC(=O)c1cccc(Cl)c1, Cl, O, CC(=O)c1nc(C(O)C(O)C(O)CO)c[nH]1. Yields the product CC(=NNC(=O)c1cccc(Cl)c1)c1nc(C(O)C(O)C(O)CO)c[nH]1. RXN SMILES: [CH3:29][CH2:30][OH:31].[Cl:17][c:18]1[cH:19][c:20]([C:21](=[O:22])[NH:23][NH2:24])[cH:25][cH:26][cH:27]1.[ClH:28].[OH2:32].[OH:1][CH:2]([CH:3]([CH:4]([CH2:5][OH:6])[OH:7])[OH:8])[c:9]1[n:10][c:11]([C:14]([CH3:15])=[O:16])[nH:12][cH:13]1>>[OH:1][CH:2]([CH:3]([CH:4]([CH2:5][OH:6])[OH:7])[OH:8])[c:9]1[n:10][c:11]([C:14]([CH3:15])=[N:24][NH:23][C:21]([c:20]2[cH:19][c:18]([Cl:17])[cH:27][cH:26][cH:25]2)=[O:22])[nH:12][cH:13]1. Starting materials: 7-(trifluoromethanesulfoxy)-1-tetralone, B(OC1=CC=CC=C1)([O-])[O-] (phenyl borate), C([O-])([O-])=O.[K+].[K+] (potassium carbonate), C1(=CC=CC=C1)C (toluene), C(C)O (ethanol). The reagents and catalysts are C=1C=CC(=CC1)[P](C=2C=CC=CC2)(C=3C=CC=CC3)[Pd]([P](C=4C=CC=CC4)(C=5C=CC=CC5)C=6C=CC=CC6)([P](C=7C=CC=CC7)(C=8C=CC=CC8)C=9C=CC=CC9)[P](C=1C=CC=CC1)(C=1C=CC=CC1)C=1C=CC=CC1 (tetrakis(triphenylphosphine)palladium). The solvent is O (water). Conditions: time 30 minute. Product: C1(=CC=CC=C1)C1=CC=C2CCCC(C2=C1)=O (7-phenyl-1-tetralone). RXN SMILES: B([O-])([O-])[O:2][C:3]1[CH:8]=[CH:7][CH:6]=[CH:5][CH:4]=1.[C:11](=O)([O-])[O-].[K+].[K+].[C:17]1([CH3:23])[CH:22]=[CH:21][CH:20]=[CH:19][CH:18]=1.[CH2:24](O)[CH3:25]>C1C=CC([P]([Pd]([P](C2C=CC=CC=2)(C2C=CC=CC=2)C2C=CC=CC=2)([P](C2C=CC=CC=2)(C2C=CC=CC=2)C2C=CC=CC=2)[P](C2C=CC=CC=2)(C2C=CC=CC=2)C2C=CC=CC=2)(C2C=CC=CC=2)C2C=CC=CC=2)=CC=1.O>[C:17]1([C:23]2[CH:11]=[C:8]3[C:7]([CH2:6][CH2:5][CH2:4][C:3]3=[O:2])=[CH:25][CH:24]=2)[CH:22]=[CH:21][CH:20]=[CH:19][CH:18]=1 |f:1.2.3,^1:30,32,51,70|. Procedure details: A mixture of 7-(trifluoromethanesulfoxy)-1-tetralone (23.3 g), phenyl borate (11.8 g), potassium carbonate (21.9 g), toluene (500 ml), ethanol (50 ml) and water (50 ml) was stirred for 30 minutes at room temperature under argon atmosphere, and to the mixture was added tetrakis(triphenylphosphine)palladium (3.66 g). The mixture was refluxed for 20 hours and then cooled to room temperature. The organic layer was separated, washed with saturated sodium chloride solution, dried with anhydrous sodium...